Dataset: the Open Reaction Database (ORD), a public repository of structured organic reaction records. Task: describe an organic reaction: reactants, conditions, products, and yield Reactants: FC1=C(C=C2C=CC=NC2=C1)CC1=CN=C2N1N=C(C=C2)C=2C=NN(C2)CCN2CCCC2 (7-Fluoro-6-{6-[1-(2-pyrrolidin-1-yl-ethyl)-1H-pyrazol-4-yl]-imidazo[1,2-b]pyridazin-3-ylmethyl}-quinoline), Cl.ClCCN1CCOCC1 (2-chlorethyl-morpholine hydrochloride). Yields the product FC1=C(C=C2C=CC=NC2=C1)CC1=CN=C2N1N=C(C=C2)C=2C=NN(C2)CCN2CCOCC2 (7-Fluoro-6-{6-[1-(2-morpholin-4-yl-ethyl)-1H-pyrazol-4-yl]-imidazo[1,2-b]pyridazin-3-ylmethyl}-quinoline). RXN SMILES: [F:1][C:2]1[CH:11]=[C:10]2[C:5]([CH:6]=[CH:7][CH:8]=[N:9]2)=[CH:4][C:3]=1[CH2:12][C:13]1[N:17]2[N:18]=[C:19]([C:22]3[CH:23]=[N:24][N:25]([CH2:27][CH2:28][N:29]4[CH2:33][CH2:32][CH2:31][CH2:30]4)[CH:26]=3)[CH:20]=[CH:21][C:16]2=[N:15][CH:14]=1.Cl.ClCCN1CC[O:41]CC1>>[F:1][C:2]1[CH:11]=[C:10]2[C:5]([CH:6]=[CH:7][CH:8]=[N:9]2)=[CH:4][C:3]=1[CH2:12][C:13]1[N:17]2[N:18]=[C:19]([C:22]3[CH:23]=[N:24][N:25]([CH2:27][CH2:28][N:29]4[CH2:33][CH2:32][O:41][CH2:31][CH2:30]4)[CH:26]=3)[CH:20]=[CH:21][C:16]2=[N:15][CH:14]=1 |f:1.2|. Reported procedure: The title compound was prepared in analogy to the compound of Example 231 using 2-chlorethyl-morpholine hydrochloride instead of 1-(2-chlorethyl)pyrrolidine hydrochloride and with a second flash chromatography purification afterwards (tR 3.04 min (conditions 3), MH+=458.2, 1H-NMR in DMSO-d6: 8.84 (m, 1H); 8.44 (s, 1H); 8.33 (d, 1H); 8.09 (m, 2H); 8.01 (d, 1H); 7.76 (d, 1H); 7.62 (m, 1H); 7.52 (d, 1H); 7.46 (dd, 1H); 4.54 (s, 2H); 4.28 (t, 2H); 3.50 (m, 4H); 2.72 (m, 2H); 2.39 (m, 4H)). Reactants: CC(CCCC(C(=O)O)=O)C (6-Methyl-2-oxoheptanoic acid), N[C@@H](C)C(=O)N1[C@H](C(=O)O)CCC1 (L-alanyl-L-proline), C(#N)[BH3-].[Na+] (sodium cyanoborohydride). Procedure details: 6-Methyl-2-oxoheptanoic acid (0.90 g) and L-alanyl-L-proline (0.21 g) were treated with sodium cyanoborohydride (0.21 g) as described above. A white fluffy solid, N-(1-carboxy-5-methylhexyl)-L-alanyl-L-proline (0.24 g) was obtained. After purification by chromatography the mass spectrum showed a peak at 472 (disilyl derivative). The nmr spectrum showed absorption centered at 4.5, 3.65, 2.0, 1.6, 1.3, and 0.85 ppm. The yield is 64.8%. The product is C(=O)(O)C(CCCC(C)C)N[C@@H](C)C(=O)N1[C@H](C(=O)O)CCC1 (N-(1-carboxy-5-methylhexyl)-L-alanyl-L-proline). Reaction SMILES: [CH3:1][CH:2]([CH3:11])[CH2:3][CH2:4][CH2:5][C:6](=O)[C:7]([OH:9])=[O:8].[NH2:12][C@H:13]([C:15]([N:17]1[CH2:24][CH2:23][CH2:22][C@H:18]1[C:19]([OH:21])=[O:20])=[O:16])[CH3:14].C([BH3-])#N.[Na+]>>[C:7]([CH:6]([NH:12][C@H:13]([C:15]([N:17]1[CH2:24][CH2:23][CH2:22][C@H:18]1[C:19]([OH:21])=[O:20])=[O:16])[CH3:14])[CH2:5][CH2:4][CH2:3][CH:2]([CH3:11])[CH3:1])([OH:9])=[O:8] |f:2.3|. Reactants: C1CCC(CC1)N=C=NC2CCCCC2 (DCC), NC1[C@@H]2N(C(=C(CS2)\C=C/COC(C)=O)C(=O)OC(C2=CC=CC=C2)C2=CC=CC=C2)C1=O (Diphenylmethyl 7-amino-3-[(Z)-3-acetoxy-1-propenyl]-3-cephem-4-carboxylate), C(C1=CC=CC=C1)(C1=CC=CC=C1)(C1=CC=CC=C1)NC=1SC=C(N1)/C(/C(=O)O)=N/OC(C)=O ((Z)-2-(tritylaminothiazol-4-yl)-2-acetoxyiminoacetic acid), ON1N=NC2=C1C=CC=C2 (1-hydroxybenzotriazole). The solvent is C1CCOC1 (THF), CCOC(=O)C (AcOEt). Run at time 1 hour. Product: C(C1=CC=CC=C1)(C1=CC=CC=C1)(C1=CC=CC=C1)NC=1SC=C(N1)/C(/C(=O)NC1[C@@H]2N(C(=C(CS2)\C=C/COC(C)=O)C(=O)OC(C2=CC=CC=C2)C2=CC=CC=C2)C1=O)=N/OC(C)=O (diphenylmethyl 7-[(Z)-2-(tritylaminothiazol-4-yl)-2-acetoxyiminoacetamido]-3-[(Z)-3-acetoxy-1-propenyl)-3-cephem-4-carboxylate). The yield is 78.2%. RXN SMILES: [C:1]([NH:20][C:21]1[S:22][CH:23]=[C:24](/[C:26](=[N:30]/[O:31][C:32](=[O:34])[CH3:33])/[C:27](O)=[O:28])[N:25]=1)([C:14]1[CH:19]=[CH:18][CH:17]=[CH:16][CH:15]=1)([C:8]1[CH:13]=[CH:12][CH:11]=[CH:10][CH:9]=1)[C:2]1[CH:7]=[CH:6][CH:5]=[CH:4][CH:3]=1.ON1C2C=CC=CC=2N=N1.C1CCC(N=C=NC2CCCCC2)CC1.[NH2:60][CH:61]1[C:91](=[O:92])[N:63]2[C:64]([C:75]([O:77][CH:78]([C:85]3[CH:90]=[CH:89][CH:88]=[CH:87][CH:86]=3)[C:79]3[CH:84]=[CH:83][CH:82]=[CH:81][CH:80]=3)=[O:76])=[C:65](/[CH:68]=[CH:69]\[CH2:70][O:71][C:72](=[O:74])[CH3:73])[CH2:66][S:67][C@H:62]12>C1COCC1.CCOC(C)=O>[C:1]([NH:20][C:21]1[S:22][CH:23]=[C:24](/[C:26](=[N:30]/[O:31][C:32](=[O:34])[CH3:33])/[C:27]([NH:60][CH:61]2[C:91](=[O:92])[N:63]3[C:64]([C:75]([O:77][CH:78]([C:79]4[CH:80]=[CH:81][CH:82]=[CH:83][CH:84]=4)[C:85]4[CH:90]=[CH:89][CH:88]=[CH:87][CH:86]=4)=[O:76])=[C:65](/[CH:68]=[CH:69]\[CH2:70][O:71][C:72](=[O:74])[CH3:73])[CH2:66][S:67][C@H:62]23)=[O:28])[N:25]=1)([C:14]1[CH:19]=[CH:18][CH:17]=[CH:16][CH:15]=1)([C:8]1[CH:9]=[CH:10][CH:11]=[CH:12][CH:13]=1)[C:2]1[CH:7]=[CH:6][CH:5]=[CH:4][CH:3]=1. Procedure details: To a mixture of (Z)-2-(tritylaminothiazol-4-yl)-2-acetoxyiminoacetic acid (1.95 g, 4.0 mmol) and 1-hydroxybenzotriazole (600 mg, 4.0 mmol) in THF (14 ml) was added DCC (824 mg, 4.0 mmol) and the mixture was stirred for 1 hr in an ice bath. Diphenylmethyl 7-amino-3-[(Z)-3-acetoxy-1-propenyl]-3-cephem-4-carboxylate (1.30 g, 2.8 mmol) was added to the suspension and the mixture was stirred for 4 hrs at ambient temperature, filterd, and diluted with AcOEt (60 ml). The organic phase was washed with w... Reagents/catalysts: [Cu](I)I (copper iodide). The product is S1C=NC2=C1C=C(C=C2)N2C(N(CC2)C=2C=NC=CC2C(F)(F)F)=O (1-Benzothiazol-6-yl-3-(4-trifluoromethyl-pyridin-3-yl)-imidazolidin-2-one). Yield: 2.8%. The reactants are S1C=NC2=C1C=C(C=C2)N2C(NCC2)=O (1-benzothiazol-6-yl-imidazolidin-2-one), BrC=1C=NC=CC1C(F)(F)F (3-bromo-4-trifluoromethyl-pyridine), N[C@H]1[C@@H](CCCC1)N (trans-1,2-diamino cyclohexane), P(=O)([O-])([O-])[O-].[K+].[K+].[K+] (potassium phosphate). RXN SMILES: [S:1]1[C:5]2[CH:6]=[C:7]([N:10]3[CH2:14][CH2:13][NH:12][C:11]3=[O:15])[CH:8]=[CH:9][C:4]=2[N:3]=[CH:2]1.Br[C:17]1[CH:18]=[N:19][CH:20]=[CH:21][C:22]=1[C:23]([F:26])([F:25])[F:24].N[C@@H]1CCCC[C@H]1N.P([O-])([O-])([O-])=O.[K+].[K+].[K+]>[Cu](I)I.O1CCOCC1>[S:1]1[C:5]2[CH:6]=[C:7]([N:10]3[CH2:14][CH2:13][N:12]([C:17]4[CH:18]=[N:19][CH:20]=[CH:21][C:22]=4[C:23]([F:26])([F:25])[F:24])[C:11]3=[O:15])[CH:8]=[CH:9][C:4]=2[N:3]=[CH:2]1 |f:3.4.5.6|. The solvent is O1CCOCC1 (1,4-dioxane). Reported procedure: Using the same reaction conditions as in Example 14, 1-benzothiazol-6-yl-imidazolidin-2-one (I-84b: 150 mg, 0.684 mmol) was reacted with 3-bromo-4-trifluoromethyl-pyridine (185.75 mg, 0.822 mmol), 1,4-dioxane (10 mL), copper iodide (12.99 mg, 0.0684 mmol), trans-1,2-diamino cyclohexane (23.37 mg, 0.205 mmol) and potassium phosphate (435 mg, 2.052 mmol) to afford the crude product. Purification by column chromatography on silica gel (1% MeOH in CHCl3), followed by preparative HPLC afforded 7 mg o... As a reaction SMILES: [Br:24][c:25]1[cH:26][c:27]([C:28](=[O:29])[OH:30])[cH:31][cH:32][cH:33]1.[NH2:1][CH2:2][CH:3]1[CH:4]2[CH2:5][CH:6]2[CH2:7][N:8]1[C:9](=[O:10])[c:11]1[n:12][c:13]([CH3:23])[s:14][c:15]1-[c:16]1[cH:17][c:18]([Cl:22])[cH:19][cH:20][cH:21]1>>[NH:1]([CH2:2][CH:3]1[CH:4]2[CH2:5][CH:6]2[CH2:7][N:8]1[C:9](=[O:10])[c:11]1[n:12][c:13]([CH3:23])[s:14][c:15]1-[c:16]1[cH:17][c:18]([Cl:22])[cH:19][cH:20][cH:21]1)[C:28]([c:27]1[cH:26][c:25]([Br:24])[cH:33][cH:32][cH:31]1)=[O:29]. Product: Cc1nc(C(=O)N2CC3CC3C2CNC(=O)c2cccc(Br)c2)c(-c2cccc(Cl)c2)s1. Reactants: O=C(O)c1cccc(Br)c1, Cc1nc(C(=O)N2CC3CC3C2CN)c(-c2cccc(Cl)c2)s1. The reactants are CCCCP(CCCC)CCCC, O=C(N=NC(=O)N1CCCCC1)N1CCCCC1, OCc1nc2cccnc2n1Cc1ccc(-c2ccccc2)cc1, O=C1SC(Cc2ccc(O)cc2)C(=O)N1C(c1ccccc1)(c1ccccc1)c1ccccc1, c1ccccc1. Product: O=C1SC(Cc2ccc(OCc3nc4cccnc4n3Cc3ccc(-c4ccccc4)cc3)cc2)C(=O)N1C(c1ccccc1)(c1ccccc1)c1ccccc1. RXN SMILES: [CH2:59]([P:60]([CH2:61][CH2:62][CH2:63][CH3:64])[CH2:65][CH2:66][CH2:67][CH3:68])[CH2:69][CH2:70][CH3:71].[N:72]([C:73]([N:74]1[CH2:75][CH2:76][CH2:77][CH2:78][CH2:79]1)=[O:80])=[N:81][C:82]([N:83]1[CH2:84][CH2:85][CH2:86][CH2:87][CH2:88]1)=[O:89].[OH:1][CH2:2][c:3]1[n:4][c:5]2[c:6]([n:7][cH:8][cH:9][cH:10]2)[n:11]1[CH2:12][c:13]1[cH:14][cH:15][c:16](-[c:19]2[cH:20][cH:21][cH:22][cH:23][cH:24]2)[cH:17][cH:18]1.[OH:25][c:26]1[cH:27][cH:28][c:29]([CH2:30][CH:31]2[C:32](=[O:56])[N:33]([C:37]([c:38]3[cH:39][cH:40][cH:41][cH:42][cH:43]3)([c:44]3[cH:45][cH:46][cH:47][cH:48][cH:49]3)[c:50]3[cH:51][cH:52][cH:53][cH:54][cH:55]3)[C:34](=[O:36])[S:35]2)[cH:57][cH:58]1.[cH:90]1[cH:91][cH:92][cH:93][cH:94][cH:95]1>>[O:1]([CH2:2][c:3]1[n:4][c:5]2[c:6]([n:7][cH:8][cH:9][cH:10]2)[n:11]1[CH2:12][c:13]1[cH:14][cH:15][c:16](-[c:19]2[cH:20][cH:21][cH:22][cH:23][cH:24]2)[cH:17][cH:18]1)[c:26]1[cH:27][cH:28][c:29]([CH2:30][CH:31]2[C:32](=[O:56])[N:33]([C:37]([c:38]3[cH:39][cH:40][cH:41][cH:42][cH:43]3)([c:44]3[cH:45][cH:46][cH:47][cH:48][cH:49]3)[c:50]3[cH:51][cH:52][cH:53][cH:54][cH:55]3)[C:34](=[O:36])[S:35]2)[cH:57][cH:58]1.